Dataset: the Open Reaction Database (ORD), a public repository of structured organic reaction records. Task: describe an organic reaction: reactants, conditions, products, and yield Starting materials: CON, Cl, Cl, O=[N+]([O-])c1ccccc1, O, O=S(=O)(Cl)Cl, c1ccncc1. Product: CONS(=O)(=O)c1ccccc1[N+](=O)[O-]. RXN SMILES: [CH3:16][O:17][NH2:18].[ClH:15].[ClH:20].[N+:6](=[O:7])([O-:8])[c:9]1[cH:10][cH:11][cH:12][cH:13][cH:14]1.[OH2:19].[S:1](=[O:2])(=[O:3])([Cl:4])[Cl:5].[cH:21]1[cH:22][cH:23][n:24][cH:25][cH:26]1>>[S:1](=[O:2])(=[O:3])([c:10]1[c:9]([N+:6](=[O:7])[O-:8])[cH:14][cH:13][cH:12][cH:11]1)[NH:18][O:17][CH3:16]. The reactants are F[B-](F)(F)F, N#Cc1ccc(S(=O)(=O)NC2CCC(C(=O)OCc3ccccc3)CC2)cc1, C1CNCCN1, C1CCOC1, CO, [Li+], CN(C)C=O, [OH-], O, CN(C)C(On1nnc2ccccc21)=[N+](C)C. Yields the product N#Cc1ccc(S(=O)(=O)NC2CCC(C(=O)N3CCNCC3)CC2)cc1. Reaction SMILES: [B-:37]([F:38])([F:39])([F:40])[F:41].[CH2:1]([c:3]1[cH:4][cH:5][cH:6][cH:7][cH:10]1)[O:8][C:9](=[O:2])[CH:11]1[CH2:12][CH2:13][CH:14]([NH:17][S:18](=[O:19])(=[O:20])[c:21]2[cH:22][cH:23][c:24]([C:27]#[N:28])[cH:25][cH:26]2)[CH2:15][CH2:16]1.[CH2:31]1[CH2:32][NH:33][CH2:34][CH2:35][NH:36]1.[CH2:67]1[O:68][CH2:69][CH2:70][CH2:71]1.[CH3:59][OH:60].[Li+:30].[O:61]=[CH:62][N:63]([CH3:64])[CH3:65].[OH-:29].[OH2:66].[n:42]1([O:43][C:44]([N:45]([CH3:46])[CH3:47])=[N+:48]([CH3:49])[CH3:50])[c:51]2[cH:52][cH:53][cH:54][cH:55][c:56]2[n:57][n:58]1>>[O:8]=[C:9]([CH:11]1[CH2:12][CH2:13][CH:14]([NH:17][S:18](=[O:19])(=[O:20])[c:21]2[cH:22][cH:23][c:24]([C:27]#[N:28])[cH:25][cH:26]2)[CH2:15][CH2:16]1)[N:33]1[CH2:32][CH2:31][NH:36][CH2:35][CH2:34]1.